Dataset: the Open Reaction Database (ORD), a public repository of structured organic reaction records. Task: describe an organic reaction: reactants, conditions, products, and yield Reactants: ClCC=O (chloroacetoaldehyde), C([O-])([O-])=O.[K+].[K+] (potassium carbonate), NC1=NC(=CC(=N1)O)NC (2-amino-6-(methylamino)pyrimidin-4-ol). Run in CO (methanol). Product: NC=1NC(C2=C(N1)N(C=C2)C)=O (2-Amino-7-methyl-3,7-dihydro-4H-pyrrolo[2,3-d]pyrimidin-4-one). Isolated yield 40.9%. Reaction SMILES: [NH2:1][C:2]1[N:7]=[C:6](O)[CH:5]=[C:4]([NH:9][CH3:10])[N:3]=1.Cl[CH2:12]C=O.[C:15](=[O:18])([O-])[O-].[K+].[K+]>CO>[NH2:1][C:2]1[NH:7][C:15](=[O:18])[C:5]2[CH:6]=[CH:12][N:9]([CH3:10])[C:4]=2[N:3]=1 |f:2.3.4|. Reported procedure: To a suspension of 2-amino-6-(methylamino)pyrimidin-4-ol (40.5 g, 289 mmol) in methanol (300 ml) was added 40% aqueous chloroacetoaldehyde (51.6 ml, 318 mmol) and potassium carbonate (44.0 g, 318 mmol), and the mixture was refluxed for 1 hour. After cooling, the resulting crystals were collected by filtration and washed with water to give 19.4 g (41%) of the title compound. Procedure: In analogy to examples 1.4 and 1.5, trans-(4-Hydroxy-cyclohexyl)-methyl-carbamic acid tert-butyl ester was reacted with 1,5-dibromopentane to yield trans-[4-(5-Bromo-pentyloxy)-cyclohexyl]-methyl-carbamic acid tert-butyl ester which was reacted with N-allylmethylamine to yield trans-(4-[5-(Allyl-methyl-amino)-pentyloxy]-cyclohexyl)-methyl-carbamic acid tert-butyl ester as white oil, MS: 369 (MH+). Yields the product C(C)(C)(C)OC(N(C)[C@@H]1CC[C@H](CC1)OCCCCCBr)=O (trans-[4-(5-Bromo-pentyloxy)-cyclohexyl]-methyl-carbamic acid tert-butyl ester). The reactants are C(C)(C)(C)OC(N(C)[C@@H]1CC[C@H](CC1)O)=O (trans-(4-Hydroxy-cyclohexyl)-methyl-carbamic acid tert-butyl ester), BrCCCCCBr (1,5-dibromopentane). As a reaction SMILES: [C:1]([O:5][C:6](=[O:16])[N:7]([C@H:9]1[CH2:14][CH2:13][C@H:12]([OH:15])[CH2:11][CH2:10]1)[CH3:8])([CH3:4])([CH3:3])[CH3:2].[Br:17][CH2:18][CH2:19][CH2:20][CH2:21][CH2:22]Br>>[C:1]([O:5][C:6](=[O:16])[N:7]([C@H:9]1[CH2:10][CH2:11][C@H:12]([O:15][CH2:22][CH2:21][CH2:20][CH2:19][CH2:18][Br:17])[CH2:13][CH2:14]1)[CH3:8])([CH3:4])([CH3:2])[CH3:3]. Reactants: CC(C)C(=O)Nc1cccc(C2CCN(CCC(O)c3ccc(Br)cc3)CC2)c1, Oc1ccc(Br)cc1. Yields the product CC(C)C(=O)Nc1cccc(C2CCN(CCC(Oc3ccc(Br)cc3)c3ccc(Br)cc3)CC2)c1. RXN SMILES: [Br:1][c:2]1[cH:3][cH:4][c:5]([CH:8]([CH2:9][CH2:10][N:11]2[CH2:12][CH2:13][CH:14]([c:17]3[cH:18][c:19]([NH:23][C:24]([CH:25]([CH3:26])[CH3:27])=[O:28])[cH:20][cH:21][cH:22]3)[CH2:15][CH2:16]2)[OH:29])[cH:6][cH:7]1.[Br:30][c:31]1[cH:32][cH:33][c:34]([OH:37])[cH:35][cH:36]1>>[Br:1][c:2]1[cH:3][cH:4][c:5]([CH:8]([CH2:9][CH2:10][N:11]2[CH2:12][CH2:13][CH:14]([c:17]3[cH:18][c:19]([NH:23][C:24]([CH:25]([CH3:26])[CH3:27])=[O:28])[cH:20][cH:21][cH:22]3)[CH2:15][CH2:16]2)[O:29][c:34]2[cH:33][cH:32][c:31]([Br:30])[cH:36][cH:35]2)[cH:6][cH:7]1. The reactants are [Li] (Lithium), COC(CSCCC(=O)OC)=O (methyl 3-(2-methoxy-2-oxoethylthio)propanoate). The solvent is CO (methanol). Conditions: time 8 hour. Yields the product O=C1C(SCC1)C(=O)OC (methyl 3-oxo-tetrahydrothiophene-2-carboxylate). Isolated yield 43.2%. As a reaction SMILES: [Li].[CH3:2][O:3][C:4](=[O:13])[CH2:5][S:6][CH2:7][CH2:8][C:9](OC)=[O:10]>CO>[O:10]=[C:9]1[CH2:8][CH2:7][S:6][CH:5]1[C:4]([O:3][CH3:2])=[O:13] |^1:0|. Procedure details: Lithium metal (2.70 g, 390.15 mmol) was added to 500 mL of methanol in an ice-bath. Then at rt methyl 3-(2-methoxy-2-oxoethylthio)propanoate (50.0 g, 260.10 mmol) was added dropwise to the solution. The reaction mixture was stirred overnight. The resulting reaction mixture was evaporated to remove the solvent. The mixture was neutralized to pH=7-8 with 3N HCl and extracted with dichloromethane. The organic layers were combined, washed with brine, dried over anhydrous Na2SO4, filtered and evapora... Starting materials: CCN(C(C)C)C(C)C, CCOC(=O)Cl, CN(N)c1ccc(-c2ccc(F)cc2)nn1, C1COCCO1. The product is CCOC(=O)NN(C)c1ccc(-c2ccc(F)cc2)nn1. As a reaction SMILES: [CH:17]([N:18]([CH2:19][CH3:20])[CH:21]([CH3:22])[CH3:23])([CH3:24])[CH3:25].[Cl:26][C:27](=[O:28])[O:29][CH2:30][CH3:31].[F:1][c:2]1[cH:3][cH:4][c:5](-[c:8]2[cH:9][cH:10][c:11]([N:14]([NH2:15])[CH3:16])[n:12][n:13]2)[cH:6][cH:7]1.[O:32]1[CH2:33][CH2:34][O:35][CH2:36][CH2:37]1>>[F:1][c:2]1[cH:3][cH:4][c:5](-[c:8]2[cH:9][cH:10][c:11]([N:14]([NH:15][C:27](=[O:28])[O:29][CH2:30][CH3:31])[CH3:16])[n:12][n:13]2)[cH:6][cH:7]1. The reactants are O=C(Cl)C(=O)Cl, CC(Cl)Cl, NC(=O)Cc1ccccc1. Yields the product O=C=NC(=O)Cc1ccccc1. Reaction SMILES: [Cl:11][C:12](=[O:13])[C:14]([Cl:15])=[O:16].[Cl:17][CH:18]([Cl:19])[CH3:20].[NH2:1][C:2](=[O:3])[CH2:4][c:5]1[cH:6][cH:7][cH:8][cH:9][cH:10]1>>[N:1]([C:2](=[O:3])[CH2:4][c:5]1[cH:6][cH:7][cH:8][cH:9][cH:10]1)=[C:12]=[O:13].